Dataset: the Open Reaction Database (ORD), a public repository of structured organic reaction records. Task: describe an organic reaction: reactants, conditions, products, and yield Reactants: NC(C(=O)O)(C)C1=CC=C(C=C1)Cl ((RS)-2-amino-2-(4-chloro-phenyl)-propionic acid), ClC1=CC=C(C=C1)C1(N=C(OC1)N)C ((RS)-4-(4-chloro-phenyl)-4-methyl-4,5-dihydro-oxazol-2-ylamine). Product: ClC1=CC=C(C=C1)[C@@]1(N=C(OC1)N)C ((S)-4-(4-chloro-phenyl)-4-methyl-4,5-dihydro-oxazol-2-ylamine). Reaction SMILES: NC(C1C=CC(Cl)=CC=1)(C)C(O)=O.[Cl:14][C:15]1[CH:20]=[CH:19][C:18]([C:21]2([CH3:27])[CH2:25][O:24][C:23]([NH2:26])=[N:22]2)=[CH:17][CH:16]=1>>[Cl:14][C:15]1[CH:16]=[CH:17][C:18]([C@@:21]2([CH3:27])[CH2:25][O:24][C:23]([NH2:26])=[N:22]2)=[CH:19][CH:20]=1. Procedure: In analogy to example 126 (RS)-2-amino-2-(4-chloro-phenyl)-propionic acid was converted to (RS)-4-(4-chloro-phenyl)-4-methyl-4,5-dihydro-oxazol-2-ylamine which was subsequently separated by chiral HPLC (Chiralpak AD, EtOH/heptane 15:85) to give (S)-4-(4-chloro-phenyl)-4-methyl-4,5-dihydro-oxazol-2-ylamine. Off-white solid.